This data is from the Open Reaction Database (ORD), a public repository of structured organic reaction records. The task is: describe an organic reaction: reactants, conditions, products, and yield The reactants are O=C([O-])[O-], C1CCOC1, Cc1ccc2[nH]c(=S)oc2c1, CI, [K+], [K+]. Product: CSc1nc2ccc(C)cc2o1. Reaction SMILES: [C:14](=[O:15])([O-:16])[O-:17].[CH2:20]1[O:21][CH2:22][CH2:23][CH2:24]1.[CH3:1][c:2]1[cH:3][c:4]2[c:5]([nH:6][c:7](=[S:9])[o:8]2)[cH:10][cH:11]1.[I:12][CH3:13].[K+:18].[K+:19]>>[CH3:1][c:2]1[cH:3][c:4]2[c:5]([n:6][c:7]([S:9][CH3:14])[o:8]2)[cH:10][cH:11]1. Reactants: O=[N+]([O-])c1cc(Br)cnc1Cl, COC(=O)CO, [H-], [Na+], C1CCOC1, O. Product: COC(=O)COc1ncc(Br)cc1[N+](=O)[O-]. As a reaction SMILES: [Br:9][c:10]1[cH:11][c:12]([N+:17](=[O:18])[O-:19])[c:13]([Cl:16])[n:14][cH:15]1.[CH3:1][O:2][C:3]([CH2:4][OH:5])=[O:6].[H-:7].[Na+:8].[O:21]1[CH2:22][CH2:23][CH2:24][CH2:25]1.[OH2:20]>>[CH3:1][O:2][C:3]([CH2:4][O:5][c:13]1[c:12]([N+:17](=[O:18])[O-:19])[cH:11][c:10]([Br:9])[cH:15][n:14]1)=[O:6]. Procedure details: To 1.00 g (8.1 mmol) of 3-hydroxymethylaniline in 25 mL of DMF was added 0.61 g (8.9 mmol) of imidazole and 1.35 g (8.9 mmol) of tert-butyldimethylsilyl chloride. The reaction was stirred at room temperature for 18 h and poured into 12 volumes of water. The product was extracted with ether and the combined organic layers were washed successively with water and brine, dried over sodium sulfate, filtered and concentrated to a golden oil. The oil was purified by flash chromatography eluting with a ... The solvent is CN(C)C=O (DMF). Run at time 18 hour. Product: [Si](C)(C)(C(C)(C)C)OCC=1C=C(N)C=CC1 (3-(tert-Butyldimethylsilyloxymethyl)aniline). RXN SMILES: [OH:1][CH2:2][C:3]1[CH:4]=[C:5]([CH:7]=[CH:8][CH:9]=1)[NH2:6].N1C=CN=C1.[Si:15](Cl)([C:18]([CH3:21])([CH3:20])[CH3:19])([CH3:17])[CH3:16].O>CN(C=O)C>[Si:15]([O:1][CH2:2][C:3]1[CH:4]=[C:5]([CH:7]=[CH:8][CH:9]=1)[NH2:6])([C:18]([CH3:21])([CH3:20])[CH3:19])([CH3:17])[CH3:16]. Reactants: OCC=1C=C(N)C=CC1 (3-hydroxymethylaniline), N1C=NC=C1 (imidazole), [Si](C)(C)(C(C)(C)C)Cl (tert-butyldimethylsilyl chloride), O (water). The yield is 62.4%. Starting materials: [Si](C)(C)(C(C)(C)C)OCC=N[S@](=O)C(C)(C)C ((R)—N-(2-{[tert-butyl(dimethyl)silyl]oxy}ethylidene)-2-methylpropane-2-sulfinamide), [Si](C)(C)(C(C)(C)C)OCC=N[S@](=O)C(C)(C)C ((R)—N-(2-{[tert-butyl(dimethyl)silyl]oxy}ethylidene)-2-methylpropane-2-sulfinamide), [Li] (lithium), BrC1=NC=C(C=C1)F (2-bromo-5-fluoropyridine), [Li]C(C)(C)C (t-BuLi). Solvent: CCOCC (Et2O), CCOCC (Et2O), CCOCC (Et2O). Conditions: temperature -70 celsius, time 15 minute. Product: [Si](C)(C)(C(C)(C)C)OC[C@@H](C1=NC=C(C=C1)F)NS(=O)C(C)(C)C ((RS)—N-[(1R)-2-{[tert-butyl(dimethyl)silyl]oxy}-1-(5-fluoropyridin-2-yl)ethyl]-2-methylpropane-2-sulfinamide). As a reaction SMILES: Br[C:2]1[CH:7]=[CH:6][C:5]([F:8])=[CH:4][N:3]=1.[Li]C(C)(C)C.[Si:14]([O:21][CH2:22][CH:23]=[N:24][S@@:25]([C:27]([CH3:30])([CH3:29])[CH3:28])=[O:26])([C:17]([CH3:20])([CH3:19])[CH3:18])([CH3:16])[CH3:15].[Li]>CCOCC>[Si:14]([O:21][CH2:22][C@H:23]([NH:24][S:25]([C:27]([CH3:30])([CH3:29])[CH3:28])=[O:26])[C:2]1[CH:7]=[CH:6][C:5]([F:8])=[CH:4][N:3]=1)([C:17]([CH3:20])([CH3:19])[CH3:18])([CH3:16])[CH3:15] |^1:30|. Procedure details: To a cold solution of 2-bromo-5-fluoropyridine (1.3 g, 7.2 mmol) in Et2O (8 ml) at −68° C. was added a solution of t-BuLi (1.7 M in pentane, 8.5 ml, 14.4 mmol) carefully. The temperature of the mixture was kept below −65° C. and the mixture was allowed to stir for 15 minutes at −70° C. A solution of (R)—N-(2-{[tert-butyl(dimethyl)silyl]oxy}ethylidene)-2-methylpropane-2-sulfinamide (Intermediate 21, 1.0 g, 3.6 mmol) in Et2O (24 ml) was cooled to −75° C. To it was cannulated a solution of the abov...